From a dataset of the Open Reaction Database (ORD), a public repository of structured organic reaction records. describe an organic reaction: reactants, conditions, products, and yield Reactants: S(=O)(Cl)Cl (thionyl chloride), Cl.N(C(=N)N)C1=CC=C(C(=O)O)C=C1 (4-guanidinobenzoic acid hydrochloride). Solvent: CCCCCC (n-Hexane). The product is Cl.N(C(=N)N)C1=CC=C(C(=O)Cl)C=C1 (4-guanidinobenzoyl chloride hydrochloride). Reaction SMILES: S(Cl)([Cl:3])=O.[ClH:5].[NH:6]([C:10]1[CH:18]=[CH:17][C:13]([C:14](O)=[O:15])=[CH:12][CH:11]=1)[C:7]([NH2:9])=[NH:8]>CCCCCC>[ClH:3].[NH:6]([C:10]1[CH:18]=[CH:17][C:13]([C:14]([Cl:5])=[O:15])=[CH:12][CH:11]=1)[C:7]([NH2:9])=[NH:8] |f:1.2,4.5|. Procedure: To 100 ml of thionyl chloride, was added 21.6 g of 4-guanidinobenzoic acid hydrochloride. The mixture was heated with stirring under reflux for one hour. n-Hexane was added to the reaction mixture to obtain pale yellow crystals of 4-guanidinobenzoyl chloride hydrochloride. Into 200 ml of pyridine, was dissolved 28.2 g of 6-amidino-2-naphthol methanesulfonate. To the resulting solution, while being cooled in ice, was added 4-guanidinobenzoyl chloride hydrochloride which was obtained above. The mi...